Dataset: the Open Reaction Database (ORD), a public repository of structured organic reaction records. Task: describe an organic reaction: reactants, conditions, products, and yield The reactants are Cl (HCl), C(C1=CC=CC=C1)OC1=CC(N(C=C1)C=1C=C2C=NN(C2=CC1)CCCl)=O (4-(benzyloxy)-1-(1-(2-chloroethyl)-1H-indazol-5-yl)pyridin-2(1H)-one), N1CCNCC1 (piperazine), C(=O)([O-])[O-].[Cs+].[Cs+] (Cs2CO3). Run in CCOCC (Et2O), CN(C)C=O (DMF), C(C)(=O)OCC (ethyl acetate), O (H2O). Reaction conditions: temperature 50 celsius, time 16 hour. Yields the product Cl.C(C1=CC=CC=C1)OC1=CC(N(C=C1)C=1C=C2C=NN(C2=CC1)CCN1CCNCC1)=O (4-(Benzyloxy)-1-(1-(2-(piperazin-1-yl)ethyl)-1H-indazol-5-yl)pyridin-2(1H)-one hydrochloride). The yield is 73.6%. Reaction SMILES: [CH2:1]([O:8][C:9]1[CH:14]=[CH:13][N:12]([C:15]2[CH:16]=[C:17]3[C:21](=[CH:22][CH:23]=2)[N:20]([CH2:24][CH2:25][Cl:26])[N:19]=[CH:18]3)[C:11](=[O:27])[CH:10]=1)[C:2]1[CH:7]=[CH:6][CH:5]=[CH:4][CH:3]=1.[NH:28]1[CH2:33][CH2:32][NH:31][CH2:30][CH2:29]1.C([O-])([O-])=O.[Cs+].[Cs+].Cl>CN(C=O)C.O.C(OCC)(=O)C.CCOCC>[ClH:26].[CH2:1]([O:8][C:9]1[CH:14]=[CH:13][N:12]([C:15]2[CH:16]=[C:17]3[C:21](=[CH:22][CH:23]=2)[N:20]([CH2:24][CH2:25][N:28]2[CH2:33][CH2:32][NH:31][CH2:30][CH2:29]2)[N:19]=[CH:18]3)[C:11](=[O:27])[CH:10]=1)[C:2]1[CH:7]=[CH:6][CH:5]=[CH:4][CH:3]=1 |f:2.3.4,10.11|. Procedure details: A solution of 4-(benzyloxy)-1-(1-(2-chloroethyl)-1H-indazol-5-yl)pyridin-2(1H)-one (174 mg, 0.458 mmol) in DMF (2 mL) was treated with piperazine (788 mg, 9.15 mmol), Cs2CO3 (746 mg, 2.29 mmol) and KI (38 mg, 0.23 mmol). After stirring at 50° C. for 16 h, the reaction mixture was diluted with H2O (25 mL) and extracted with EtOAc (3×25 mL). The organics were washed with brine (25 mL), dried (Na2SO4), filtered and concentrated. Purification by flash column chromatography (silica gel, CH2Cl2/MeOH/N... The reactants are CCC(Br)C(C)=O, COc1ccc(N2CCN(c3ccc(-n4cn[nH]c4=O)cc3)CC2)cc1, Cc1ccccc1, [K+], [K+], O=C([O-])[O-], CN(C)C=O, O. Product: CCC(C(C)=O)n1ncn(-c2ccc(N3CCN(c4ccc(OC)cc4)CC3)cc2)c1=O. RXN SMILES: [Br:27][CH:28]([C:29]([CH3:30])=[O:31])[CH2:32][CH3:33].[CH3:1][O:2][c:3]1[cH:4][cH:5][c:6]([N:9]2[CH2:10][CH2:11][N:12]([c:15]3[cH:16][cH:17][c:18](-[n:21]4[c:22](=[O:26])[nH:23][n:24][cH:25]4)[cH:19][cH:20]3)[CH2:13][CH2:14]2)[cH:7][cH:8]1.[CH3:46][c:47]1[cH:48][cH:49][cH:50][cH:51][cH:52]1.[K+:34].[K+:35].[O-:36][C:37]([O-:38])=[O:39].[O:41]=[CH:42][N:43]([CH3:44])[CH3:45].[OH2:40]>>[CH3:1][O:2][c:3]1[cH:4][cH:5][c:6]([N:9]2[CH2:10][CH2:11][N:12]([c:15]3[cH:16][cH:17][c:18](-[n:21]4[c:22](=[O:26])[n:23]([CH:28]([C:29]([CH3:30])=[O:31])[CH2:32][CH3:33])[n:24][cH:25]4)[cH:19][cH:20]3)[CH2:13][CH2:14]2)[cH:7][cH:8]1.